This data is from the Open Reaction Database (ORD), a public repository of structured organic reaction records. The task is: describe an organic reaction: reactants, conditions, products, and yield Reactants: F[C@@]12[C@]3(CCC(C=C3CC[C@H]1[C@@H]1C[C@H]([C@](C(CO)=O)([C@]1(C[C@@H]2O)C)O)OCCO)=O)C (9-fluoro-16α-(2-hydroxyethoxy)-11β,17,21-trihydroxypregn-4-ene-3,20-dione), 21-acetate, CS(=O)(=O)Cl (methanesulfonyl chloride), Cl (hydrochloric acid). The solvent is N1=CC=CC=C1 (pyridine). Yields the product F[C@@]12[C@]3(CCC(C=C3CC[C@H]1[C@@H]1C[C@H]([C@](C(CO)=O)([C@]1(C[C@@H]2O)C)O)OCCOS(=O)(=O)C)=O)C (9-fluoro-16α-(2-mesyloxyethoxy)-11β,17,21-trihydroxypregn-4-ene-3,20-dione), 21-acetate. Reaction SMILES: [F:1][C@:2]12[C@@H:22]([OH:23])[CH2:21][C@@:20]3([CH3:24])[C@@H:12]([CH2:13][C@@H:14]([O:26][CH2:27][CH2:28][OH:29])[C@:15]3([OH:25])[C:16](=[O:19])[CH2:17][OH:18])[C@@H:11]1[CH2:10][CH2:9][C:8]1[C@:3]2([CH3:31])[CH2:4][CH2:5][C:6](=[O:30])[CH:7]=1.[CH3:32][S:33](Cl)(=[O:35])=[O:34].Cl>N1C=CC=CC=1>[F:1][C@:2]12[C@@H:22]([OH:23])[CH2:21][C@@:20]3([CH3:24])[C@@H:12]([CH2:13][C@@H:14]([O:26][CH2:27][CH2:28][O:29][S:33]([CH3:32])(=[O:35])=[O:34])[C@:15]3([OH:25])[C:16](=[O:19])[CH2:17][OH:18])[C@@H:11]1[CH2:10][CH2:9][C:8]1[C@:3]2([CH3:31])[CH2:4][CH2:5][C:6](=[O:30])[CH:7]=1. Reported procedure: A solution of 0.80 g of 9-fluoro-16α-(2-hydroxyethoxy)-11β,17,21-trihydroxypregn-4-ene-3,20-dione, 21-acetate in 10 ml of pyridine is stirred with 0.5 ml of methanesulfonyl chloride for 90 minutes at 0°C under nitrogen. The solution is poured into cold 5% hydrochloric acid and extracted with chloroform. The chloroform extract is dried and evaporated to give an oil which is chromatographed on a 20 g -- silica gel column. Elution with chloroform gives 521 mg of TLC pure 9-fluoro-16α-(2-mesyloxyeth...